From a dataset of the Open Reaction Database (ORD), a public repository of structured organic reaction records. describe an organic reaction: reactants, conditions, products, and yield Starting materials: ClC1=NC=CC(=N1)C1=CC(=CC=C1)OC(C)C (2-Chloro-4-(3-isopropoxy-phenyl)-pyrimidine), NCCC1=CC=C(C=C1)O (tyramine), 350. Yields the product C(C)(C)OC=1C=C(C=CC1)C1=NC(=NC=C1)NCCC1=CC=C(C=C1)O (4-{2-[4-(3-Isopropoxy-phenyl)-pyrimidin-2-ylamino]-ethyl}-phenol). RXN SMILES: Cl[C:2]1[N:7]=[C:6]([C:8]2[CH:13]=[CH:12][CH:11]=[C:10]([O:14][CH:15]([CH3:17])[CH3:16])[CH:9]=2)[CH:5]=[CH:4][N:3]=1.[NH2:18][CH2:19][CH2:20][C:21]1[CH:26]=[CH:25][C:24]([OH:27])=[CH:23][CH:22]=1>>[CH:15]([O:14][C:10]1[CH:9]=[C:8]([C:6]2[CH:5]=[CH:4][N:3]=[C:2]([NH:18][CH2:19][CH2:20][C:21]3[CH:26]=[CH:25][C:24]([OH:27])=[CH:23][CH:22]=3)[N:7]=2)[CH:13]=[CH:12][CH:11]=1)([CH3:17])[CH3:16]. Procedure: Intermediate 45 was coupled with tyramine following procedure F. LC-MS showed the product had the expected M+H+ of 350. 1H NMR (Varian 300 MHz, CDCl3, shifts relative to the solvent peak at 7.24 ppm) δ 8.28 (m, 1H) 7.6 (m, 2H) 7.35 (m, 1H) 7.0 (m, 4H) 6.68 (m, 2H) 5.5 (m, 1H) 4.62 (m, 1H) 3.71 (m, 2H) 2.85 (m, 2H) 1.32 (d, 6H). The reactants are C=COCC, CC12CCC(OC3CCCCO3)C(F)(F)C1=CCC1C2CCC2(C)C(O)CCC12. The product is C=COC1CCC2C3CC=C4C(F)(F)C(OC5CCCCO5)CCC4(C)C3CCC12C. As a reaction SMILES: [CH2:30]([CH3:31])[O:32][CH:33]=[CH2:34].[F:1][C:2]1([F:29])[C:3]2=[CH:4][CH2:5][CH:6]3[CH:7]4[CH2:8][CH2:9][CH:10]([OH:28])[C:11]4([CH3:12])[CH2:13][CH2:14][CH:15]3[C:16]2([CH3:27])[CH2:17][CH2:18][CH:19]1[O:20][CH:21]1[O:22][CH2:23][CH2:24][CH2:25][CH2:26]1>>[F:1][C:2]1([F:29])[C:3]2=[CH:4][CH2:5][CH:6]3[CH:7]4[CH2:8][CH2:9][CH:10]([O:28][CH:30]=[CH2:31])[C:11]4([CH3:12])[CH2:13][CH2:14][CH:15]3[C:16]2([CH3:27])[CH2:17][CH2:18][CH:19]1[O:20][CH:21]1[O:22][CH2:23][CH2:24][CH2:25][CH2:26]1. The reactants are CC(=O)C(C(F)(F)F)(F)F (pentafluoroethyl methyl ketone), C(C)(=O)O (acetic acid), CC(C)([O-])C.[K+] (potassium t-butoxide), FC(C(C(=O)OCC)(F)F)(F)F (ethyl pentafluoropropionate). The reagents and catalysts are C(C)(=O)[O-].[Cu+2].C(C)(=O)[O-] (copper acetate). Run in CCOCC (ether), O (water), CCOCC (ether), O (water). Conditions: time 2 hour. Product: FC(C(C(CC(C(C(F)(F)F)(F)F)=O)=O)(F)F)(F)F (1,1,1,2,2,6,6,7,7,7,-Decafluoroheptan-3,5-dione). Reaction SMILES: CC(C)([O-])C.[K+].[F:7][C:8]([F:18])([F:17])[C:9]([F:16])([F:15])[C:10]([O:12]CC)=O.[CH3:19][C:20]([C:22]([F:28])([F:27])[C:23]([F:26])([F:25])[F:24])=[O:21].C(O)(=O)C>CCOCC.O.C([O-])(=O)C.[Cu+2].C([O-])(=O)C>[F:18][C:8]([F:7])([F:17])[C:9]([F:15])([F:16])[C:10](=[O:12])[CH2:19][C:20](=[O:21])[C:22]([F:28])([F:27])[C:23]([F:26])([F:25])[F:24] |f:0.1,7.8.9|. Procedure: To a stirred suspension of potassium t-butoxide (44.8 g., 0.4 mole) in dry ether (400 ml.) is added ethyl pentafluoropropionate (76.8 g., 0.4 mole) over a period of about 15 minutes. Most of the solid dissolves. A solution of pentafluoroethyl methyl ketone (64.8 g., 0.4 mole) in dry ether (60 ml.) is added slowly, and after stirring the mixture for 2 hours at room temperature, it is allowed to stand overnight. A solution of glacial acetic acid (27.2 ml.) in water (120 ml.) is added with stirring... The reactants are C(C=C)Br (allyl bromide), Cl.OC1=CC=C(C=C1)C1(CCNCCO1)C1=CC=CC=C1 (7-(4-hydroxyphenyl)-7-phenylhexahydro-1,4-oxazepine hydrochloride), C(C)#N (acetonitrile). Solvent: C(C)N(CC)CC (triethylamine). The product is C(C=C)N1CCOC(CC1)(C1=CC=CC=C1)C1=CC=C(C=C1)O (4-allyl-7-(4-hydroxyphenyl)-7-phenyl-hexahydro-1,4-oxazepine). As a reaction SMILES: Cl.[OH:2][C:3]1[CH:8]=[CH:7][C:6]([C:9]2([C:16]3[CH:21]=[CH:20][CH:19]=[CH:18][CH:17]=3)[O:15][CH2:14][CH2:13][NH:12][CH2:11][CH2:10]2)=[CH:5][CH:4]=1.C(#N)C.[CH2:25](Br)[CH:26]=[CH2:27]>C(N(CC)CC)C>[CH2:27]([N:12]1[CH2:11][CH2:10][C:9]([C:6]2[CH:5]=[CH:4][C:3]([OH:2])=[CH:8][CH:7]=2)([C:16]2[CH:17]=[CH:18][CH:19]=[CH:20][CH:21]=2)[O:15][CH2:14][CH2:13]1)[CH:26]=[CH2:25] |f:0.1|. Procedure details: The mixture of 11.2 g of 7-(4-hydroxyphenyl)-7-phenylhexahydro-1,4-oxazepine hydrochloride, 110 ml of dry acetonitrile. 14.0 g of triethylamine and 5.05 g of allyl bromide is stirred at room temperature for 48 hours. It is evaporated and the residue partitioned between benzene and 2N aqueous sodium hydroxide. The aqueous layer is separated, combined with a further basic extraction of the benzene solution, and the combined aqueous solutions are adjusted to 9 pH of 4-6.3 with acetic acid. The soli...